Dataset: the Open Reaction Database (ORD), a public repository of structured organic reaction records. Task: describe an organic reaction: reactants, conditions, products, and yield The reactants are COC(=O)C=1N(C2=CC(=CC=C2C(C1C)=O)Cl)C1=CC=CC=C1 (7-chloro-3-methyl-4-oxo-1-phenyl-1,4-dihydro-quinoline-2-carboxylic acid methyl ester), [OH-].[Na+] (sodium hydroxide), O1CCOCC1 (dioxane). Solvent: C(C)(=O)OCC (ethyl acetate). Reaction conditions: temperature 150 celsius. Yields the product ClC1=CC=C2C(C(=C(N(C2=C1)C1=CC=CC=C1)C(=O)O)C)=O (7-chloro-3-methyl-4-oxo-1-phenyl-1,4-dihydro-quinoline-2-carboxylic acid). Yield: 92.6%. Reaction SMILES: C[O:2][C:3]([C:5]1[N:6]([C:18]2[CH:23]=[CH:22][CH:21]=[CH:20][CH:19]=2)[C:7]2[C:12]([C:13](=[O:16])[C:14]=1[CH3:15])=[CH:11][CH:10]=[C:9]([Cl:17])[CH:8]=2)=[O:4].[OH-].[Na+].O1CCOCC1>C(OCC)(=O)C>[Cl:17][C:9]1[CH:8]=[C:7]2[C:12]([C:13](=[O:16])[C:14]([CH3:15])=[C:5]([C:3]([OH:4])=[O:2])[N:6]2[C:18]2[CH:23]=[CH:22][CH:21]=[CH:20][CH:19]=2)=[CH:11][CH:10]=1 |f:1.2|. Reported procedure: In a sealed tube, 7-chloro-3-methyl-4-oxo-1-phenyl-1,4-dihydro-quinoline-2-carboxylic acid methyl ester (3.84 g, 11.7 mmol) and 1N sodium hydroxide (70 mL, 70 mmol) were added to dioxane (150 mL). The reaction mixture was heated to 150° C. overnight. The reaction mixture was poured into 500 mL ethyl acetate and extracted with 1N HCl (1×400 mL) and brine (1×100 mL). The organic layers were dried over Na2SO4 and concentrated in vacuo. The crude material was triturated with diethyl ether (1×100 mL)... Starting materials: [Br-], CCC(CC)c1cc(C)nn2c(-c3sc(Br)c(C)c3C)c(C)nc12, C1CCOC1, Cc1cccc([Zn+])n1, CCOC(C)=O. Reaction SMILES: [Br-:25].[Br:1][c:2]1[c:3]([CH3:24])[c:4]([CH3:23])[c:5](-[c:7]2[c:8]([CH3:22])[n:9][c:10]3[n:11]2[n:12][c:13]([CH3:21])[cH:14][c:15]3[CH:16]([CH2:17][CH3:18])[CH2:19][CH3:20])[s:6]1.[CH2:34]1[O:35][CH2:36][CH2:37][CH2:38]1.[CH3:26][c:27]1[cH:28][cH:29][cH:30][c:31]([Zn+:33])[n:32]1.[CH3:39][CH2:40][O:41][C:42]([CH3:43])=[O:44]>>[c:2]1(-[c:31]2[cH:30][cH:29][cH:28][c:27]([CH3:26])[n:32]2)[c:3]([CH3:24])[c:4]([CH3:23])[c:5](-[c:7]2[c:8]([CH3:22])[n:9][c:10]3[n:11]2[n:12][c:13]([CH3:21])[cH:14][c:15]3[CH:16]([CH2:17][CH3:18])[CH2:19][CH3:20])[s:6]1. The product is CCC(CC)c1cc(C)nn2c(-c3sc(-c4cccc(C)n4)c(C)c3C)c(C)nc12. Starting materials: CC1C(C2=CC=C(C=C2CC1)OC)=O (2-Methyl-6-Methoxy-1-Tetralone), Cl.N1=CC=CC=C1 (pyridine hydrochloride), Cl (HCl). Solvent: C(C)(=O)OCC (ethyl acetate). Conditions: time 2 hour. Product: CC1C(C2=CC=C(C=C2CC1)O)=O (2-Methyl-6-Hydroxy-1-Tetralone). Yield: 84.0%. As a reaction SMILES: [CH3:1][CH:2]1[CH2:11][CH2:10][C:9]2[C:4](=[CH:5][CH:6]=[C:7]([O:12]C)[CH:8]=2)[C:3]1=[O:14].Cl.N1C=CC=CC=1.Cl>C(OCC)(=O)C>[CH3:1][CH:2]1[CH2:11][CH2:10][C:9]2[C:4](=[CH:5][CH:6]=[C:7]([OH:12])[CH:8]=2)[C:3]1=[O:14] |f:1.2|. Procedure: 2-Methyl-6-Methoxy-1-Tetralone (19 g, 0.1 mole) and pyridine hydrochloride (53.1 g, 0.46 mole) were heated neet, under a nitrogen sweep at about 220° for about 2 hours. The melt was cooled, acidified with 1N HCl and dissolved in ethyl acetate. The organic layers were dried (brine, MgSO4) and concentrated in vacuo. Purification by flash chromatography [gradient 7:1 to 5:1 EtOAc:Hexanes] yielded the title compound as a light yellow solid (14.8 g, 0.084 mole, 84% yield), [Lit. Buchta et al., Ann. 5... Starting materials: O=C1CCc2cc(Br)ccc21, CS(=O)(=O)O, ClCCl, [N-]=[N+]=[N-], [Na+]. Yields the product O=C1NCCc2cc(Br)ccc21. As a reaction SMILES: [Br:1][c:2]1[cH:3][c:4]2[c:8]([cH:9][cH:10]1)[C:7](=[O:11])[CH2:6][CH2:5]2.[CH3:12][S:13]([OH:14])(=[O:15])=[O:16].[Cl:21][CH2:22][Cl:23].[N-:18]=[N+:19]=[N-:20].[Na+:17]>>[Br:1][c:2]1[cH:3][c:4]2[c:8]([cH:9][cH:10]1)[C:7](=[O:11])[NH:18][CH2:6][CH2:5]2.